This data is from the Open Reaction Database (ORD), a public repository of structured organic reaction records. The task is: describe an organic reaction: reactants, conditions, products, and yield The reactants are CC(C)O, Nc1ccc(C(F)(F)F)cc1, CCC(=O)CC(=O)OC. Product: CCC(CC(=O)OC)Nc1ccc(C(F)(F)F)cc1. RXN SMILES: [CH3:21][CH:22]([OH:23])[CH3:24].[F:10][C:11]([c:12]1[cH:13][cH:14][c:15]([NH2:16])[cH:17][cH:18]1)([F:19])[F:20].[O:1]=[C:2]([CH2:3][C:4](=[O:5])[O:6][CH3:7])[CH2:8][CH3:9]>>[CH:2]([CH2:3][C:4](=[O:5])[O:6][CH3:7])([CH2:8][CH3:9])[NH:16][c:15]1[cH:14][cH:13][c:12]([C:11]([F:10])([F:19])[F:20])[cH:18][cH:17]1. The reactants are C(C)OC(C1=C(C=C(C=C1)C(F)(F)F)C1=CC=C2[C@@H]([C@H](COC2=C1)CC1=CC=CC=C1)O)=O ((3S,4R)-2-(3-benzyl-4-hydroxy-chroman-7-yl)-4-trifluoromethyl-benzoic acid ethyl ester), [OH-].[Na+] (sodium hydroxide). The solvent is C(C)(C)O (isopropyl alcohol), O (water), hexanes, C(C)(C)OC(C)C (isopropyl ether). Reaction conditions: time 12 hour. The product is C(C1=CC=CC=C1)[C@H]1COC2=CC(=CC=C2[C@@H]1O)C1=C(C(=O)O)C=CC(=C1)C(F)(F)F ((3S,4R)-2-(3-benzyl-4-hydroxy-chroman-7-yl)-4-trifluoromethyl-benzoicacid). Isolated yield 54.4%. As a reaction SMILES: C([O:3][C:4](=[O:33])[C:5]1[CH:10]=[CH:9][C:8]([C:11]([F:14])([F:13])[F:12])=[CH:7][C:6]=1[C:15]1[CH:24]=[C:23]2[C:18]([C@H:19]([OH:32])[C@@H:20]([CH2:25][C:26]3[CH:31]=[CH:30][CH:29]=[CH:28][CH:27]=3)[CH2:21][O:22]2)=[CH:17][CH:16]=1)C.[OH-].[Na+]>C(O)(C)C.O.C(OC(C)C)(C)C>[CH2:25]([C@@H:20]1[C@@H:19]([OH:32])[C:18]2[C:23](=[CH:24][C:15]([C:6]3[CH:7]=[C:8]([C:11]([F:14])([F:12])[F:13])[CH:9]=[CH:10][C:5]=3[C:4]([OH:33])=[O:3])=[CH:16][CH:17]=2)[O:22][CH2:21]1)[C:26]1[CH:27]=[CH:28][CH:29]=[CH:30][CH:31]=1 |f:1.2|. Reported procedure: A mixture of (3S,4R)-2-(3-benzyl-4-hydroxy-chroman-7-yl)-4-trifluoromethyl-benzoic acid ethyl ester (897 g, 1.93 mol) and 10% aqueous sodium hydroxide (980 mL, 2.72 mol) in isopropyl alcohol (9 L) was heated at reflux for 6 hours, cooled to ambient temperature, and stirred for 12 hours. The reaction mixture was diluted with water (13.5 L), hexanes (9 L), and isopropyl ether (4.5 L). The aqueous layer was separated and extracted with hexanes (9 L) and isopropyl ether (4.5 L), adjusted to pH 2 wit... The reactants are C1(=CC=CC=C1)O (phenol), C1(=CC=CC=C1)C(C)C (cumene). Product: C1(=CC=CC=C1)C(C)(C)O (2-phenyl-2-propanol). As a reaction SMILES: C1([OH:7])C=CC=CC=1.[C:8]1([CH:14]([CH3:16])[CH3:15])[CH:13]=[CH:12][CH:11]=[CH:10][CH:9]=1>>[C:8]1([C:14]([OH:7])([CH3:16])[CH3:15])[CH:13]=[CH:12][CH:11]=[CH:10][CH:9]=1. Reported procedure: From the synthesis of phenol by oxidation of cumene, a crude oxidate containing, after concentration, essentially cumenyl hydroperoxide (CHPO) and 2-phenyl-2-propanol was obtained. Reactants: COC(=O)C1=C(C)CC(C)(C)CC1, [Na+], [OH-]. Product: CC1=C(C(=O)O)CCC(C)(C)C1. Reaction SMILES: [CH3:1][C:2]1=[C:3]([C:10](=[O:11])[O:12][CH3:13])[CH2:4][CH2:5][C:6]([CH3:8])([CH3:9])[CH2:7]1.[Na+:15].[OH-:14]>>[CH3:1][C:2]1=[C:3]([C:10](=[O:11])[OH:12])[CH2:4][CH2:5][C:6]([CH3:8])([CH3:9])[CH2:7]1.